This data is from the Open Reaction Database (ORD), a public repository of structured organic reaction records. The task is: describe an organic reaction: reactants, conditions, products, and yield Procedure: A mixture of 13.0 g of N-(2-hydroxyphenyl)-2-chloro-3-pyridinecarboxamide and 2.82 g of sodium methoxide in 100 ml of N,N-dimethylformamide is refluxed under argon for 3 hours. Sodium methoxide (0.50 g) is added and the mixture refluxed 2 hours and then stirred at room temperature for 2 days. The solvent is removed under high vacuum and the red-brown residue triturated with cold methanol. The mixture is filtered and the solid washed with chilled methanol to give 5.0 g of white solid, m.p. 250°-2... Conditions: time 2 day. Isolated yield 45.1%. The product is N1=CC=CC2=C1OC1=C(NC2=O)C=CC=C1 (Pyrido[2,3-b][1,5]benzoxazepin-5(6H)one). As a reaction SMILES: [OH:1][C:2]1[CH:7]=[CH:6][CH:5]=[CH:4][C:3]=1[NH:8][C:9]([C:11]1[C:12](Cl)=[N:13][CH:14]=[CH:15][CH:16]=1)=[O:10].C[O-].[Na+]>CN(C)C=O>[N:13]1[C:12]2[O:1][C:2]3[CH:7]=[CH:6][CH:5]=[CH:4][C:3]=3[NH:8][C:9](=[O:10])[C:11]=2[CH:16]=[CH:15][CH:14]=1 |f:1.2|. The reactants are OC1=C(C=CC=C1)NC(=O)C=1C(=NC=CC1)Cl (N-(2-hydroxyphenyl)-2-chloro-3-pyridinecarboxamide), C[O-].[Na+] (sodium methoxide), C[O-].[Na+] (Sodium methoxide). Run in CN(C=O)C (N,N-dimethylformamide). Starting materials: O=C([O-])O, COCCO, O=C(c1ccccc1)c1ccc(Cl)c([N+](=O)[O-])c1, Cl, NCCC(=O)O, [Na+]. Product: O=C(O)CCNc1ccc(C(=O)c2ccccc2)cc1[N+](=O)[O-]. RXN SMILES: [C:25](=[O:26])([O-:27])[OH:28].[CH3:31][O:32][CH2:33][CH2:34][OH:35].[Cl:1][c:2]1[c:3]([N+:16](=[O:17])[O-:18])[cH:4][c:5]([C:6](=[O:7])[c:8]2[cH:9][cH:10][cH:11][cH:12][cH:13]2)[cH:14][cH:15]1.[ClH:30].[NH2:19][CH2:20][CH2:21][C:22](=[O:23])[OH:24].[Na+:29]>>[c:2]1([NH:19][CH2:20][CH2:21][C:22](=[O:23])[OH:24])[c:3]([N+:16](=[O:17])[O-:18])[cH:4][c:5]([C:6](=[O:7])[c:8]2[cH:9][cH:10][cH:11][cH:12][cH:13]2)[cH:14][cH:15]1.